From a dataset of the Open Reaction Database (ORD), a public repository of structured organic reaction records. describe an organic reaction: reactants, conditions, products, and yield The reactants are [I-].FC(C=1C=C(C=C(C1)C(F)(F)F)[C@@H](C)O[C@H]1CN(C[C@@H]1C1=CC=C(C=C1)F)C1=C(C(CC1)=O)C[N+](C)(C)C)(F)F ({2-[(3R,4S)-3-({(1R)-1-[3,5-Bis(trifluoromethyl)phenyl]ethyl}oxy)-4-(4-fluorophenyl)pyrrolidin-1-yl]-5-oxocyclopent-1-en-1-yl}-N,N,N-trimethylmethanaminium iodide), [C-]#N.[Na+] (sodium cyanide). The solvent is C(C)O (ethanol). Product: FC(C=1C=C(C=C(C1)C(F)(F)F)[C@@H](C)O[C@H]1CN(C[C@@H]1C1=CC=C(C=C1)F)C1=C(C(CC1)=O)CC#N)(F)F ({2-[(3R,4S)-3-({(1R)-1-[3,5-Bis(trifluoromethyl)phenyl]ethyl}oxy)-4-(4-fluorophenyl)pyrrolidin-1-yl]-5-oxocyclopent-1-en-1-yl}acetonitrile). RXN SMILES: [I-].[F:2][C:3]([F:41])([F:40])[C:4]1[CH:5]=[C:6]([C@H:14]([O:16][C@@H:17]2[C@@H:21]([C:22]3[CH:27]=[CH:26][C:25]([F:28])=[CH:24][CH:23]=3)[CH2:20][N:19]([C:29]3[CH2:33][CH2:32][C:31](=[O:34])[C:30]=3[CH2:35][N+](C)(C)C)[CH2:18]2)[CH3:15])[CH:7]=[C:8]([C:10]([F:13])([F:12])[F:11])[CH:9]=1.[C-:42]#[N:43].[Na+]>C(O)C>[F:2][C:3]([F:40])([F:41])[C:4]1[CH:5]=[C:6]([C@H:14]([O:16][C@@H:17]2[C@@H:21]([C:22]3[CH:27]=[CH:26][C:25]([F:28])=[CH:24][CH:23]=3)[CH2:20][N:19]([C:29]3[CH2:33][CH2:32][C:31](=[O:34])[C:30]=3[CH2:35][C:42]#[N:43])[CH2:18]2)[CH3:15])[CH:7]=[C:8]([C:10]([F:13])([F:12])[F:11])[CH:9]=1 |f:0.1,2.3|. Reported procedure: A solution of 32 mg (0.0394 mmol) {2-[(3R,4S)-3-({(1R)-1-[3,5-Bis(trifluoromethyl)phenyl]ethyl}oxy)-4-(4-fluorophenyl)pyrrolidin-1-yl]-5-oxocyclopent-1-en-1-yl}-N,N,N-trimethylmethanaminium iodide (step B) and 41.7 mg (0.8505 mmol) sodium cyanide in 95% ethanol (5 mL) was refluxed for 6 hr. The reaction mixture was cooled to RT and the solvent removed under vacuum. The residue was purified by prep TLC on silica gel eluting with methylene chloride/methanol (9/1). The UV active band (Rf˜0.4) was i... Starting materials: CC(C)(C)[Si](C)(C)OCCCCCl, [Li]CCCC, C1CCOC1, CCCCCC, O, c1ccc(C(c2ccccc2)c2ccccc2)cc1. Yields the product CC(C)(C)[Si](C)(C)OCCCCC(c1ccccc1)(c1ccccc1)c1ccccc1. As a reaction SMILES: [C:25]([CH3:26])([CH3:27])([CH3:28])[Si:29]([CH3:30])([CH3:31])[O:32][CH2:33][CH2:34][CH2:35][CH2:36][Cl:37].[CH2:20]([Li:21])[CH2:22][CH2:23][CH3:24].[CH2:39]1[O:40][CH2:41][CH2:42][CH2:43]1.[CH3:44][CH2:45][CH2:46][CH2:47][CH2:48][CH3:49].[OH2:38].[c:1]1([CH:7]([c:8]2[cH:9][cH:10][cH:11][cH:12][cH:13]2)[c:14]2[cH:15][cH:16][cH:17][cH:18][cH:19]2)[cH:2][cH:3][cH:4][cH:5][cH:6]1>>[c:1]1([C:7]([c:8]2[cH:9][cH:10][cH:11][cH:12][cH:13]2)([c:14]2[cH:15][cH:16][cH:17][cH:18][cH:19]2)[CH2:36][CH2:35][CH2:34][CH2:33][O:32][Si:29]([C:25]([CH3:26])([CH3:27])[CH3:28])([CH3:30])[CH3:31])[cH:2][cH:3][cH:4][cH:5][cH:6]1. Reactants: CCOC(=O)Cl, ClCCl, Nc1ccc(O)cc1, O, c1ccncc1. The product is CCOC(=O)Nc1ccc(O)cc1. As a reaction SMILES: [Cl:15][C:16](=[O:17])[O:18][CH2:19][CH3:20].[Cl:22][CH2:23][Cl:24].[NH2:1][c:2]1[cH:3][cH:4][c:5]([OH:6])[cH:7][cH:8]1.[OH2:21].[cH:9]1[cH:10][cH:11][n:12][cH:13][cH:14]1>>[NH:1]([c:2]1[cH:3][cH:4][c:5]([OH:6])[cH:7][cH:8]1)[C:16](=[O:17])[O:18][CH2:19][CH3:20]. The reactants are ClC=1C=NC=2N(C1)N=C(C2)C(=O)O (6-chloro-pyrazolo[1,5-a]pyrimidine-2-carboxylic acid), CC1=CC=2C(NCCC2S1)C (2,4-dimethyl-4,5,6,7-tetrahydro-thieno[3,2-c]pyridine). Yields the product ClC=1C=NC=2N(C1)N=C(C2)C(=O)N2C(C1=C(CC2)SC(=C1)C)C ((6-Chloro-pyrazolo[1,5-a]pyrimidin-2-yl)-(2,4-dimethyl-6,7-dihydro-4H-thieno[3,2-c]pyridin-5-yl)-methanone). Isolated yield 46.0%. As a reaction SMILES: [Cl:1][C:2]1[CH:3]=[N:4][C:5]2[N:6]([N:8]=[C:9]([C:11]([OH:13])=O)[CH:10]=2)[CH:7]=1.[CH3:14][C:15]1[S:23][C:22]2[CH2:21][CH2:20][NH:19][CH:18]([CH3:24])[C:17]=2[CH:16]=1>>[Cl:1][C:2]1[CH:3]=[N:4][C:5]2[N:6]([N:8]=[C:9]([C:11]([N:19]3[CH2:20][CH2:21][C:22]4[S:23][C:15]([CH3:14])=[CH:16][C:17]=4[CH:18]3[CH3:24])=[O:13])[CH:10]=2)[CH:7]=1. Reported procedure: In close analogy to the procedure described in Example 1, 6-chloro-pyrazolo[1,5-a]pyrimidine-2-carboxylic acid is reacted with 2,4-dimethyl-4,5,6,7-tetrahydro-thieno[3,2-c]pyridine to provide the title compound. Starting materials: FC(CC(C#N)C#N)(C(C(C(F)F)(F)F)(F)F)F (2-(2,2,3,3,4,4,5,5-octafluoropentyl)malononitrile), ClC(=C)C(F)(F)F (2-chloro-3,3,3-trifluoropropene), Cl (hydrochloric acid). The solvent is solution, [F-].C(CCC)[N+](CCCC)(CCCC)CCCC (tetrabutylammonium fluoride), O1CCCC1 (tetrahydrofuran). Conditions: time 3 day. Yields the product ClC(CC(C#N)(C#N)CC(C(C(C(F)F)(F)F)(F)F)(F)F)C(F)(F)F (2-(2-chloro-3,3,3-trifluoropropyl)-2-(2,2,3,3,4,4,5,5-octafluoropentyl)malononitrile). As a reaction SMILES: [F:1][C:2]([F:18])([C:9]([F:17])([F:16])[C:10]([F:15])([F:14])[CH:11]([F:13])[F:12])[CH2:3][CH:4]([C:7]#[N:8])[C:5]#[N:6].[Cl:19][C:20]([C:22]([F:25])([F:24])[F:23])=[CH2:21].Cl>[F-].C([N+](CCCC)(CCCC)CCCC)CCC.O1CCCC1>[Cl:19][CH:20]([C:22]([F:25])([F:24])[F:23])[CH2:21][C:4]([CH2:3][C:2]([F:18])([F:1])[C:9]([F:16])([F:17])[C:10]([F:14])([F:15])[CH:11]([F:13])[F:12])([C:7]#[N:8])[C:5]#[N:6] |f:3.4|. Procedure details: 1.4 g of 2-(2,2,3,3,4,4,5,5-octafluoropentyl)malononitrile was dissolved in 10 ml of a solution (1 mol/L) of tetrabutylammonium fluoride in tetrahydrofuran and thereto 5 ml of 2-chloro-3,3,3-trifluoropropene was added at 0° C. The mixture was then stirred at room temperature for 3 days. Thereafter, dilute hydrochloric acid was added to the reaction mixture, followed by extraction with methyl tert-butyl ether. The organic layer was washed successively with water, aqueous saturated sodium hydrogen...